Dataset: the Open Reaction Database (ORD), a public repository of structured organic reaction records. Task: describe an organic reaction: reactants, conditions, products, and yield The reactants are ClC1=C(N)C=C(C(=C1)Cl)OC (2,4-dichloro-5-methoxyaniline), [H-].[Na+] (sodium hydride), ClC1=C2C(=NC=C1C#N)C=CS2 (7-chlorothieno[3,2-b]pyridine-6-carbonitrile). Run in O1CCCC1 (tetrahydrofuran). Run at time 8 hour. The product is ClC1=C(C=C(C(=C1)Cl)OC)NC1=C2C(=NC=C1C#N)C=CS2 (7-[(2,4-dichloro-5-methoxyphenyl)amino]thieno[3,2-b]pyridine-6-carbonitrile). Yield: 36.7%. RXN SMILES: [Cl:1][C:2]1[CH:8]=[C:7]([Cl:9])[C:6]([O:10][CH3:11])=[CH:5][C:3]=1[NH2:4].[H-].[Na+].Cl[C:15]1[C:20]([C:21]#[N:22])=[CH:19][N:18]=[C:17]2[CH:23]=[CH:24][S:25][C:16]=12>O1CCCC1>[Cl:1][C:2]1[CH:8]=[C:7]([Cl:9])[C:6]([O:10][CH3:11])=[CH:5][C:3]=1[NH:4][C:15]1[C:20]([C:21]#[N:22])=[CH:19][N:18]=[C:17]2[CH:23]=[CH:24][S:25][C:16]=12 |f:1.2|. Procedure details: A mixture of 2,4-dichloro-5-methoxyaniline (336 mg, 1.75 mmol) and 60% sodium hydride (70 mg, 1.75 mmol) in 10 mL of tetrahydrofuran is heated at reflux for 30 minutes. The solution is cooled and 7-chlorothieno[3,2-b]pyridine-6-carbonitrile (200 mg, 1.02 mmol) is added. The reaction mixture is heated at reflux for 3.5 hours then allowed to stir at room temperature overnight. The resultant black solution is partitioned between ethyl acetate and water. The organic layer is washed with water, dried... Starting materials: FC=1C=C(C=CC1)N1C(O[C@H](C1)COC(C)=O)=O (Acetic acid (5R)-3-(3-fluoro-phenyl)-2-oxo-oxazolidin-5-ylmethyl ester), FC=1C=C(C=CC1)N1C(O[C@H](C1)COC(C)=O)=O (Acetic acid (5R)-3-(3-fluoro-phenyl)-2-oxo-oxazolidin-5-ylmethyl ester), II (Iodine). The reagents and catalysts are FC(C(=O)[O-])(F)F.[Ag+] (silver trifluoroacetate), FC(C(=O)[O-])(F)F.[Ag+] (silver trifluoroacetate). Run in C(Cl)(Cl)Cl (chloroform), C(C)#N (acetonitrile). Conditions: time 18 hour. Yields the product FC=1C=C(C=CC1I)N1C(O[C@H](C1)COC(C)=O)=O (Acetic acid (5R)-3-(3-fluoro-4-iodo-phenyl)-2-oxo-oxazolidin-5-ylmethyl ester). The yield is 106.8%. RXN SMILES: [F:1][C:2]1[CH:3]=[C:4]([N:8]2[CH2:12][C@H:11]([CH2:13][O:14][C:15](=[O:17])[CH3:16])[O:10][C:9]2=[O:18])[CH:5]=[CH:6][CH:7]=1.[I:19]I>C(Cl)(Cl)Cl.C(#N)C.FC(F)(F)C([O-])=O.[Ag+]>[F:1][C:2]1[CH:3]=[C:4]([N:8]2[CH2:12][C@H:11]([CH2:13][O:14][C:15](=[O:17])[CH3:16])[O:10][C:9]2=[O:18])[CH:5]=[CH:6][C:7]=1[I:19] |f:4.5|. Procedure: Acetic acid (5R)-3-(3-fluoro-phenyl)-2-oxo-oxazolidin-5-ylmethyl ester (Intermediate 1, 15.2 g, 60 mmol) was dissolved in a mixture of chloroform (100 ml) and acetonitrile (100 ml) under nitrogen, and silver trifluoroacetate (16.96 g, 77 mmol) added. Iodine (18.07 g, 71 mmol) was added in portions over 30 minutes to the vigorously stirred solution, and stirring continued at ambient temperature for 18 hours. As reaction was not complete, a further portion of silver trifluoroacetate (2.64 g, 12 mm... The reactants are Brc1cnc2[nH]ccc2c1, CCOC(C)=O, [Cu+2], [NH4+], [OH-], O, O, O, O, O, O=S(=O)([O-])[O-]. Yields the product Nc1cnc2[nH]ccc2c1. As a reaction SMILES: [Br:1][c:2]1[cH:3][c:4]2[c:5]([n:6][cH:7]1)[nH:8][cH:9][cH:10]2.[CH3:13][CH2:14][O:15][C:16]([CH3:17])=[O:18].[Cu+2:29].[NH4+:11].[OH-:12].[OH2:19].[OH2:20].[OH2:21].[OH2:22].[OH2:23].[S:24]([O-:25])([O-:26])(=[O:27])=[O:28]>>[c:2]1([NH2:11])[cH:3][c:4]2[c:5]([n:6][cH:7]1)[nH:8][cH:9][cH:10]2. Starting materials: Cc1ccccc1, CC(=O)CC(O)CC(C)Sc1ccc(C(F)(F)F)cc1, O=C(O)C(=O)O. Product: CC(=O)C=CCC(C)Sc1ccc(C(F)(F)F)cc1. RXN SMILES: [CH3:27][c:28]1[cH:29][cH:30][cH:31][cH:32][cH:33]1.[OH:1][CH:2]([CH2:3][C:4]([CH3:5])=[O:6])[CH2:7][CH:8]([CH3:9])[S:10][c:11]1[cH:12][cH:13][c:14]([C:17]([F:18])([F:19])[F:20])[cH:15][cH:16]1.[OH:21][C:22]([C:23](=[O:24])[OH:25])=[O:26]>>[CH:2](=[CH:3][C:4]([CH3:5])=[O:6])[CH2:7][CH:8]([CH3:9])[S:10][c:11]1[cH:12][cH:13][c:14]([C:17]([F:18])([F:19])[F:20])[cH:15][cH:16]1. The reactants are C(C)(=O)O[BH-](OC(C)=O)OC(C)=O.[Na+] (sodium triacetoxyborohydride), ClC1=CC2=C(N3C(=NN=C3CNC2)[C@@H]2CC[C@H](CC2)C2=NC=CC=C2F)C=C1 (trans-8-chloro-1-[4-(3-fluoro-pyridin-2-yl)-cyclohexyl]-5,6-dihydro-4H-2,3,5,10b-tetraaza-benzo[e]azulene), CC(=O)C (acetone), C(C)(=O)O (acetic acid), C(C)N(C(C)C)C(C)C (N-ethyldiisopropylamine). The solvent is ClCCCl (1,2-dichloroethane), CO (methanol). Conditions: time 20 hour. Product: ClC1=CC2=C(N3C(=NN=C3CN(C2)C(C)C)[C@@H]2CC[C@H](CC2)C2=NC=CC=C2F)C=C1 (trans-8-Chloro-5-isopropyl-[4-(3-fluoro-pyridin-2-yl)-cyclohexyl]-5,6-dihydro-4H-2,3,5,10b-tetraaza-benzo[e]azulene). Isolated yield 72.2%. RXN SMILES: [Cl:1][C:2]1[CH:28]=[CH:27][C:5]2[N:6]3[C:10]([CH2:11][NH:12][CH2:13][C:4]=2[CH:3]=1)=[N:9][N:8]=[C:7]3[C@H:14]1[CH2:19][CH2:18][C@H:17]([C:20]2[C:25]([F:26])=[CH:24][CH:23]=[CH:22][N:21]=2)[CH2:16][CH2:15]1.[CH3:29][C:30]([CH3:32])=O.C(O)(=O)C.C(O[BH-](OC(=O)C)OC(=O)C)(=O)C.[Na+].C(N(C(C)C)C(C)C)C>ClCCCl.CO>[Cl:1][C:2]1[CH:28]=[CH:27][C:5]2[N:6]3[C:10]([CH2:11][N:12]([CH:30]([CH3:32])[CH3:29])[CH2:13][C:4]=2[CH:3]=1)=[N:9][N:8]=[C:7]3[C@H:14]1[CH2:19][CH2:18][C@H:17]([C:20]2[C:25]([F:26])=[CH:24][CH:23]=[CH:22][N:21]=2)[CH2:16][CH2:15]1 |f:3.4|. Procedure details: After stirring a solution of trans-8-chloro-1-[4-(3-fluoro-pyridin-2-yl)-cyclohexyl]-5,6-dihydro-4H-2,3,5,10b-tetraaza-benzo[e]azulene (50.0 mg, 0.126 mmol), acetone (0.019 ml, 0.251 mmol) and acetic acid (0.014 ml, 0.25 mmol) in 1,2-dichloroethane (1.3 ml) at room temperature for 5 h, sodium triacetoxyborohydride (58.6 mg, 0.276 mmol) was added. Stirring for further 20 h was followed by quenching with methanol (1 ml) and N-ethyldiisopropylamine (0.044 ml, 0.25 mmol). The reaction mixture was st... Reactants: Clc1ccccc1C1OC1c1ccccc1Cl, O, c1c[nH]cn1. The product is OC(c1ccccc1Cl)C(c1ccccc1Cl)n1ccnc1. RXN SMILES: [Cl:1][c:2]1[c:3]([CH:8]2[CH:9]([c:10]3[c:11]([Cl:16])[cH:12][cH:13][cH:14][cH:15]3)[O:17]2)[cH:4][cH:5][cH:6][cH:7]1.[OH2:23].[nH:18]1[cH:19][n:20][cH:21][cH:22]1>>[Cl:1][c:2]1[c:3]([CH:8]([CH:9]([c:10]2[c:11]([Cl:16])[cH:12][cH:13][cH:14][cH:15]2)[n:18]2[cH:19][n:20][cH:21][cH:22]2)[OH:17])[cH:4][cH:5][cH:6][cH:7]1.